This data is from the Open Reaction Database (ORD), a public repository of structured organic reaction records. The task is: describe an organic reaction: reactants, conditions, products, and yield As a reaction SMILES: [C:1]([O:5][C:6](=[O:18])[CH2:7][N:8]1[C:16]2[C:11](=[CH:12][CH:13]=[C:14]([OH:17])[CH:15]=2)[CH:10]=[CH:9]1)([CH3:4])([CH3:3])[CH3:2].[C:19]([Si:23]([CH3:47])([CH3:46])[O:24][CH2:25][CH2:26][CH2:27][CH:28]([C:30]1[S:34][C:33]([C:35]2[CH:40]=[CH:39][C:38]([C:41]([F:44])([F:43])[F:42])=[CH:37][CH:36]=2)=[N:32][C:31]=1[CH3:45])O)([CH3:22])([CH3:21])[CH3:20].C(P(CCCC)CCCC)CCC.CN(C)C(N=NC(N(C)C)=O)=O>>[C:1]([O:5][C:6](=[O:18])[CH2:7][N:8]1[C:16]2[C:11](=[CH:12][CH:13]=[C:14]([O:17][CH:28]([C:30]3[S:34][C:33]([C:35]4[CH:36]=[CH:37][C:38]([C:41]([F:43])([F:42])[F:44])=[CH:39][CH:40]=4)=[N:32][C:31]=3[CH3:45])[CH2:27][CH2:26][CH2:25][O:24][Si:23]([C:19]([CH3:22])([CH3:21])[CH3:20])([CH3:47])[CH3:46])[CH:15]=2)[CH:10]=[CH:9]1)([CH3:4])([CH3:2])[CH3:3]. Yields the product C(C)(C)(C)OC(CN1C=CC2=CC=C(C=C12)OC(CCCO[Si](C)(C)C(C)(C)C)C1=C(N=C(S1)C1=CC=C(C=C1)C(F)(F)F)C)=O ([rac]-(6-[4-(tert-butyl-dimethyl-silanyloxy)-1-[4-methyl-2-(4-trifluoromethyl-phenyl)-thiazol-5-yl]-butoxy}-indol-1-yl)-acetic acid tert-butyl ester). Reported procedure: In analogy to the procedure described in example 3 c], (6-hydroxy-indol-1-yl)-acetic acid tert-butyl ester (example 6 b]) was reacted with [rac]-4-(tert-butyl-dimethyl-silanyloxy)-1-[4-methyl-2-(4-trifluoromethyl-phenyl)-thiazol-5-yl]-butan-1-ol in the presence of tributylphosphine and N,N,N′,N′-tetramethyl azodicarboxamide to obtain [rac]-(6-[4-(tert-butyl-dimethyl-silanyloxy)-1-[4-methyl-2-(4-trifluoromethyl-phenyl)-thiazol-5-yl]-butoxy}-indol-1-yl)-acetic acid tert-butyl ester as yellow oil. Starting materials: C(C)(C)(C)[Si](OCCCC(O)C1=C(N=C(S1)C1=CC=C(C=C1)C(F)(F)F)C)(C)C ([rac]-4-(tert-butyl-dimethyl-silanyloxy)-1-[4-methyl-2-(4-trifluoromethyl-phenyl)-thiazol-5-yl]-butan-1-ol), C(CCC)P(CCCC)CCCC (tributylphosphine), CN(C(=O)N=NC(=O)N(C)C)C (N,N,N′,N′-tetramethyl azodicarboxamide), C(C)(C)(C)OC(CN1C=CC2=CC=C(C=C12)O)=O ((6-hydroxy-indol-1-yl)-acetic acid tert-butyl ester). The reactants are FC(C1=C(C=NN1C)C(=O)OCC)F (ethyl 5-(difluoromethyl)-1-methyl-1H-pyrazole-4-carboxylate), P(=O)(OC)(OC)OC (trimethyl phosphate), CS(=O)(=O)O (methane sulfonic acid). Conditions: temperature 170 celsius, time 7 hour. Yields the product FC(C1=NN(C=C1C(=O)OCC)C)F (Ethyl 3-(difluoromethyl)-1-methyl-1H-pyrazole-4-carboxylate). Isolated yield 79.4%. As a reaction SMILES: [F:1][CH:2]([F:14])[C:3]1[N:7](C)[N:6]=[CH:5][C:4]=1[C:9]([O:11][CH2:12][CH3:13])=[O:10].P(OC)(OC)(O[CH3:18])=O.CS(O)(=O)=O>>[F:1][CH:2]([F:14])[C:3]1[C:4]([C:9]([O:11][CH2:12][CH3:13])=[O:10])=[CH:5][N:6]([CH3:18])[N:7]=1. Procedure: To 20.4 g of ethyl 5-(difluoromethyl)-1-methyl-1H-pyrazole-4-carboxylate (iso-DFPE) was added 14.4 g of trimethyl phosphate and 0.82 g of methane sulfonic acid. The mixture was heated to 170° C. and stirred for 7 hours. The solution was cooled and distilled to recover recycled trimethyl phosphate and 2.0 g of starting ethyl 5-(difluoromethyl)-1-methyl-1H-pyrazole-4-carboxylate. The remaining solution was added to 50 g of cold water. The solution was allowed to stir for 30 min. The precipitating ... The reactants are OC1=C(C=CC(=C1CCC)O)C(C)=O (1-(2,4-dihydroxy-3-propylphenyl)ethanone), BrCC=1C=C(C(=O)OC)C=CC1 (methyl 3-bromomethylbenzoate). The product is COC(C1=CC(=CC=C1)COC1=C(C(=C(C=C1)C(C)=O)O)CCC)=O (3-[(4-acetyl-3-hydroxy-2-propylphenoxy)methyl]benzoic acid methyl ester). As a reaction SMILES: [OH:1][C:2]1[C:7]([CH2:8][CH2:9][CH3:10])=[C:6]([OH:11])[CH:5]=[CH:4][C:3]=1[C:12](=[O:14])[CH3:13].Br[CH2:16][C:17]1[CH:18]=[C:19]([CH:24]=[CH:25][CH:26]=1)[C:20]([O:22][CH3:23])=[O:21]>>[CH3:23][O:22][C:20](=[O:21])[C:19]1[CH:24]=[CH:25][CH:26]=[C:17]([CH2:16][O:11][C:6]2[CH:5]=[CH:4][C:3]([C:12](=[O:14])[CH3:13])=[C:2]([OH:1])[C:7]=2[CH2:8][CH2:9][CH3:10])[CH:18]=1. Procedure details: 1-(2,4-dihydroxy-3-propylphenyl)ethanone was allowed to react with methyl 3-bromomethylbenzoate according to the procedure of Example 69 and the product was purified by recrystallization from methylene chloride-ether to give 3-[(4-acetyl-3-hydroxy-2-propylphenoxy)methyl]benzoic acid methyl ester, the title compound, mp 141°-143°, in 89% yield. Analysis Calculated for C20H22O5 : C, 70.16; H, 6.48. Found: C, 69.99; H, 6.41. The reactants are Oc1ccc(Br)c(CC2CCNCC2)c1, CCN=C=NCCCN(C)C, CN(C)C=O, O=C(O)Cc1ccccc1Cl, Cl, On1nnc2ccccc21. The product is O=C(Cc1ccccc1Cl)N1CCC(Cc2cc(O)ccc2Br)CC1. RXN SMILES: [Br:34][c:35]1[c:36]([CH2:37][CH:38]2[CH2:39][CH2:40][NH:41][CH2:42][CH2:43]2)[cH:44][c:45]([OH:48])[cH:46][cH:47]1.[CH2:13]([N:14]=[C:15]=[N:16][CH2:17][CH2:18][CH2:19][N:20]([CH3:21])[CH3:22])[CH3:23].[CH3:49][N:50]([CH3:51])[CH:52]=[O:53].[Cl:1][c:2]1[c:3]([CH2:8][C:9](=[O:10])[OH:11])[cH:4][cH:5][cH:6][cH:7]1.[ClH:12].[OH:24][n:25]1[c:26]2[cH:27][cH:28][cH:29][cH:30][c:31]2[n:32][n:33]1>>[Cl:1][c:2]1[c:3]([CH2:8][C:9](=[O:11])[N:41]2[CH2:40][CH2:39][CH:38]([CH2:37][c:36]3[c:35]([Br:34])[cH:47][cH:46][c:45]([OH:48])[cH:44]3)[CH2:43][CH2:42]2)[cH:4][cH:5][cH:6][cH:7]1. Reactants: C1(CC1)C1=CN=C(C(=N1)C(=O)NC1=C(C(=O)O)C=CN=C1)NC=1C=NC=NC1 (3-{[6-Cyclopropyl-3-(pyrimidin-5-ylamino)-pyrazine-2-carbonyl]-amino}-isonicotinic acid), Cl.COCC(CN)(C)C (3-methoxy-2,2-dimethylpropan-1-amine hydrochloride). Product: COCC(CNC(=O)C1=C(C=NC=C1)NC(=O)C1=NC(=CN=C1NC=1C=NC=NC1)C1CC1)(C)C (6-Cyclopropyl-3-(pyrimidin-5-ylamino)-pyrazine-2-carboxylic acid [4-(3-methoxy-2,2-dimethyl-propylcarbamoyl)-pyridin-3-yl]-amide). The yield is 54.0%. RXN SMILES: [CH:1]1([C:4]2[N:9]=[C:8]([C:10]([NH:12][C:13]3[CH:21]=[N:20][CH:19]=[CH:18][C:14]=3[C:15](O)=[O:16])=[O:11])[C:7]([NH:22][C:23]3[CH:24]=[N:25][CH:26]=[N:27][CH:28]=3)=[N:6][CH:5]=2)[CH2:3][CH2:2]1.Cl.[CH3:30][O:31][CH2:32][C:33]([CH3:37])([CH3:36])[CH2:34][NH2:35]>>[CH3:30][O:31][CH2:32][C:33]([CH3:37])([CH3:36])[CH2:34][NH:35][C:15]([C:14]1[CH:18]=[CH:19][N:20]=[CH:21][C:13]=1[NH:12][C:10]([C:8]1[C:7]([NH:22][C:23]2[CH:24]=[N:25][CH:26]=[N:27][CH:28]=2)=[N:6][CH:5]=[C:4]([CH:1]2[CH2:2][CH2:3]2)[N:9]=1)=[O:11])=[O:16] |f:1.2|. Reported procedure: According to the procedure described in step 3 of example 99, 3-{[6-cyclopropyl-3-(pyrimidin-5-ylamino)-pyrazine-2-carbonyl]-amino}-isonicotinic acid (example 99, step 2) was reacted with 3-methoxy-2,2-dimethylpropan-1-amine hydrochloride, the title compound as yellow solid (54%). The reactants are N1CCOCC1 (morpholine), BrCC=CC(=O)Cl (4-bromo-but-2-enoyl chloride), NC=1C=C2C(=C(C=NC2=CC1)C#N)NC1=CC(=C(C=C1)F)Cl (6-amino-4-[(3-chloro-4-fluorophenyl)amino]-3-quinolinecarbonitrile), C(C)(C)N(C(C)C)CC (N,N-diisopropylethylamine), C([O-])(O)=O.[Na+] (sodium bicarbonate). Run in C1CCOC1 (THF), C1CCOC1 (THF). Run at time 3 hour. Product: ClC=1C=C(C=CC1F)NC1=C(C=NC2=CC=C(C=C12)NC(C=CCN1CCOCC1)=O)C#N (N-{4-[(3-Chloro-4-fluorophenyl)amino]-3-cyano-6-quinolinyl}-4-morpholino-2-butenamide). The yield is 35.7%. Reaction SMILES: Br[CH2:2][CH:3]=[CH:4][C:5](Cl)=[O:6].[NH2:8][C:9]1[CH:10]=[C:11]2[C:16](=[CH:17][CH:18]=1)[N:15]=[CH:14][C:13]([C:19]#[N:20])=[C:12]2[NH:21][C:22]1[CH:27]=[CH:26][C:25]([F:28])=[C:24]([Cl:29])[CH:23]=1.C(N(CC)C(C)C)(C)C.[NH:39]1[CH2:44][CH2:43][O:42][CH2:41][CH2:40]1.C(=O)(O)[O-].[Na+]>C1COCC1>[Cl:29][C:24]1[CH:23]=[C:22]([NH:21][C:12]2[C:11]3[C:16](=[CH:17][CH:18]=[C:9]([NH:8][C:5](=[O:6])[CH:4]=[CH:3][CH2:2][N:39]4[CH2:44][CH2:43][O:42][CH2:41][CH2:40]4)[CH:10]=3)[N:15]=[CH:14][C:13]=2[C:19]#[N:20])[CH:27]=[CH:26][C:25]=1[F:28] |f:4.5|. Procedure details: Added 500 μl (4.80 mmol) 4-bromo-but-2-enoyl chloride to a solution of 1.50 g (4.80 mmol) 6-amino-4-[(3-chloro-4-fluorophenyl)amino]-3-quinolinecarbonitrile and 836 μl (4.80 mmol) N,N-diisopropylethylamine in 50 ml THF at 0° C. under N2. At 1 hour added the mixture dropwise to 2.09 ml (24 mmol) morpholine in 10 ml THF at 0° C. Removed ice bath upon complete addition and at 3 hours, poured reaction onto a mixture of ice and saturated sodium bicarbonate. Extracted with ethyl acetate, dried organic... Starting materials: BrC1=C(C2=C(N(C(N2)=O)C)C=C1)SC1=CC=CC=C1 (5-bromo-1-methyl-4-(phenylthio)-1,3-dihydro-2H-benzimidazol-2-one), CN1C(C2=C(C(=C1)B1OC(C(O1)(C)C)(C)C)C=CN2S(=O)(=O)C2=CC=C(C=C2)C)=O (6-methyl-1-[(4-methylphenyl)sulfonyl]-4-(4,4,5,5-tetramethyl-1,3,2-dioxaborolan-2-yl)-1,6-dihydro-7H-pyrrolo[2,3-c]pyridin-7-one). Product: CN1C(NC2=C1C=CC(=C2SC2=CC=CC=C2)C=2C1=C(C(N(C2)C)=O)N(C=C1)S(=O)(=O)C1=CC=C(C=C1)C)=O (1-Methyl-5-{6-methyl-1-[(4-methylphenyl)sulfonyl]-7-oxo-6,7-dihydro-1H-pyrrolo[2,3-c]pyridin-4-yl}-4-(phenylthio)-1,3-dihydro-2H-benzimidazol-2-one). RXN SMILES: Br[C:2]1[CH:12]=[CH:11][C:5]2[N:6]([CH3:10])[C:7](=[O:9])[NH:8][C:4]=2[C:3]=1[S:13][C:14]1[CH:19]=[CH:18][CH:17]=[CH:16][CH:15]=1.[CH3:20][N:21]1[CH:26]=[C:25](B2OC(C)(C)C(C)(C)O2)[C:24]2[CH:36]=[CH:37][N:38]([S:39]([C:42]3[CH:47]=[CH:46][C:45]([CH3:48])=[CH:44][CH:43]=3)(=[O:41])=[O:40])[C:23]=2[C:22]1=[O:49]>>[CH3:10][N:6]1[C:5]2[CH:11]=[CH:12][C:2]([C:25]3[C:24]4[CH:36]=[CH:37][N:38]([S:39]([C:42]5[CH:47]=[CH:46][C:45]([CH3:48])=[CH:44][CH:43]=5)(=[O:41])=[O:40])[C:23]=4[C:22](=[O:49])[N:21]([CH3:20])[CH:26]=3)=[C:3]([S:13][C:14]3[CH:19]=[CH:18][CH:17]=[CH:16][CH:15]=3)[C:4]=2[NH:8][C:7]1=[O:9]. Reported procedure: This compound was synthesized according to the procedure of Example 10, Step 5, using 5-bromo-1-methyl-4-(phenylthio)-1,3-dihydro-2H-benzimidazol-2-one and 6-methyl-1-[(4-methylphenyl)sulfonyl]-4-(4,4,5,5-tetramethyl-1,3,2-dioxaborolan-2-yl)-1,6-dihydro-7H-pyrrolo[2,3-c]pyridin-7-one as the starting materials. LCMS calculated for C29H25N4O4S2 (M+H)+: m/z=557.1. found: 557.0.